This data is from the Open Reaction Database (ORD), a public repository of structured organic reaction records. The task is: describe an organic reaction: reactants, conditions, products, and yield Reactants: CC1=CN=C(C(=C1OC)C)CSC2=NC3=C(N2)C=C(C=C3)OC (pyrmetazole), [Na] (sodium), C(O)([O-])=O.[K+] (potassium hydrogencarbonate). Solvent: ClC=1C=C(C(=O)OO)C=CC1 (m-chloroperoxybenzoic acid), C(Cl)Cl (methylene chloride), O (water), ClC=1C=C(C(=O)OO)C=CC1 (m-chloroperoxybenzoic acid), C1(=CC=CC=C1)C (toluene), ClC=1C=C(C(=O)OO)C=CC1 (m-chloroperoxybenzoic acid), alcohol, ClC=1C=C(C(=O)OO)C=CC1 (m-chloroperoxybenzoic acid), O (water), C(Cl)Cl (methylene chloride), C1(=CC=CC=C1)C (toluene). The product is CC=1C=NC(=C(C1OC)C)C[S+](C=2NC=3C=CC(=CC3N2)OC)[O-] (Omeprazole). RXN SMILES: [CH3:1][C:2]1[C:7]([O:8][CH3:9])=[C:6]([CH3:10])[C:5]([CH2:11][S:12][C:13]2[NH:17][C:16]3[CH:18]=[C:19]([O:22][CH3:23])[CH:20]=[CH:21][C:15]=3[N:14]=2)=[N:4][CH:3]=1.[Na].C(=O)([O-])[OH:26].[K+]>ClC1C=C(C=CC=1)C(OO)=O.O.C(Cl)Cl.C1(C)C=CC=CC=1>[CH3:1][C:2]1[CH:3]=[N:4][C:5]([CH2:11][S+:12]([O-:26])[C:13]2[NH:14][C:15]3[CH:21]=[CH:20][C:19]([O:22][CH3:23])=[CH:18][C:16]=3[N:17]=2)=[C:6]([CH3:10])[C:7]=1[O:8][CH3:9] |f:2.3,^1:23|. Procedure details: In step 3, m-chloroperoxybenzoic acid is dissolved in an water immiscible organic solvent such as methylene chloride or toluene. The m-chloroperoxybenzoic acid is charged to the obtained pyrmetazole in a buffered two phase system, consisting of the water immiscible solvent, such as methylene chloride or toluene, and aqueous base, such as sodium or potassium hydrogencarbonate. The organic solvent may optionally be diluted with an alcohol to enhance the solubility of the m-chloroperoxybenzoic acid...